From a dataset of the Open Reaction Database (ORD), a public repository of structured organic reaction records. describe an organic reaction: reactants, conditions, products, and yield Starting materials: CCCCc1nn2ccccc2c1C(=O)c1ccc(Br)cc1, C1CCOC1, O. Yields the product CCCCc1nn2ccccc2c1Cc1ccc(Br)cc1. RXN SMILES: [Br:1][c:2]1[cH:3][cH:4][c:5]([C:8](=[O:9])[c:10]2[c:11]([CH2:19][CH2:20][CH2:21][CH3:22])[n:12][n:13]3[c:14]2[cH:15][cH:16][cH:17][cH:18]3)[cH:6][cH:7]1.[O:23]1[CH2:24][CH2:25][CH2:26][CH2:27]1.[OH2:28]>>[Br:1][c:2]1[cH:3][cH:4][c:5]([CH2:8][c:10]2[c:11]([CH2:19][CH2:20][CH2:21][CH3:22])[n:12][n:13]3[c:14]2[cH:15][cH:16][cH:17][cH:18]3)[cH:6][cH:7]1. The reactants are CC(C(C)=O)C (3-methyl-butan-2-one), C(C1=CC=CC=C1)OC1=CC=C(C=O)C=C1 (4-benzyloxy benzaldehyde), [OH-].[Ba+2].[OH-] (barium hydroxide). The solvent is CCO (EtOH). Yields the product C(C1=CC=CC=C1)OC1=CC=C(C=C1)C=CC(C(C)C)=O (1-(4-Benzyloxy-phenyl)-4-methyl-pent-1-ene-3-one). Reaction SMILES: [CH3:1][CH:2]([CH3:6])[C:3](=[O:5])[CH3:4].[CH2:7]([O:14][C:15]1[CH:22]=[CH:21][C:18]([CH:19]=O)=[CH:17][CH:16]=1)[C:8]1[CH:13]=[CH:12][CH:11]=[CH:10][CH:9]=1.[OH-].[Ba+2].[OH-]>CCO>[CH2:7]([O:14][C:15]1[CH:16]=[CH:17][C:18]([CH:19]=[CH:4][C:3](=[O:5])[CH:2]([CH3:6])[CH3:1])=[CH:21][CH:22]=1)[C:8]1[CH:9]=[CH:10][CH:11]=[CH:12][CH:13]=1 |f:2.3.4|. Reported procedure: The title compound was prepared as described in the General Method 2 using 81.1 g (942 mmol) of 3-methyl-butan-2-one, 100 g (474 mmol) of 4-benzyloxy benzaldehyde, 10 g of anhydrous barium hydroxide and 500 mL of EtOH. Reactants: CC(C)(C)C1=NN=C(N(C1=O)N)SC (metribuzin). Solvent: O (water), C(C)(C)N (isopropylamine). Reaction conditions: time 72 hour. Yields the product NN1C(=NN=C(C1=O)C(C)(C)C)NC(C)C (4-Amino-6-(1,1-dimethylethyl)-3-(isopropylamino)-1,2,4-triazine-5-(4H)-one). Reaction SMILES: [CH3:1][C:2]([C:5]1[C:10](=[O:11])[N:9]([NH2:12])[C:8](SC)=[N:7][N:6]=1)([CH3:4])[CH3:3]>O.C(N)(C)C>[NH2:12][N:9]1[C:10](=[O:11])[C:5]([C:2]([CH3:4])([CH3:3])[CH3:1])=[N:6][N:7]=[C:8]1[NH:6][CH:5]([CH3:10])[CH3:2]. Procedure details: A mixture of 20 g of technical metribuzin in 75 ml water and 28 ml isopropylamine was refluxed with stirring for 72 hours. The reactants were cooled and the solid product was isolated by filtration and drying. The m.p. was 158° and the structure was confirmed by elemental analysis and NMR analysis. RXN SMILES: [C:38]([O:39][CH3:40])([CH3:41])([CH3:42])[CH3:43].[CH2:28]1[O:29][CH2:30][CH2:31][CH2:32]1.[CH3:1][S-:2].[Cl:4][c:5]1[c:6](-[c:19]2[c:20]([F:27])[cH:21][c:22]([F:26])[cH:23][c:24]2[F:25])[c:7]([NH:15][CH:16]([CH3:17])[CH3:18])[n:8][c:9]([S:11](=[O:12])(=[O:13])[CH3:14])[n:10]1.[Na+:3].[O:33]=[CH:34][N:35]([CH3:36])[CH3:37]>>[Cl:4][c:5]1[c:6](-[c:19]2[c:20]([F:27])[cH:21][c:22]([F:26])[cH:23][c:24]2[F:25])[c:7]([NH:15][CH:16]([CH3:17])[CH3:18])[n:8][c:9]([S:11][CH3:14])[n:10]1. Product: CSc1nc(Cl)c(-c2c(F)cc(F)cc2F)c(NC(C)C)n1. Reactants: COC(C)(C)C, C1CCOC1, C[S-], CC(C)Nc1nc(S(C)(=O)=O)nc(Cl)c1-c1c(F)cc(F)cc1F, [Na+], CN(C)C=O.